Dataset: the Open Reaction Database (ORD), a public repository of structured organic reaction records. Task: describe an organic reaction: reactants, conditions, products, and yield Reactants: FC(C(=O)O)(F)F (Trifluoroacetic acid), C(C)(C)(C)OC(=O)N1C(=CC=2C=NC=CC21)CN2[C@H](CN(CC2=O)S(=O)(=O)C=CC=2SC(=CC2)Cl)C(O[SiH2]C(C)(C)C)(C)C (2-{2-(R)-(tert-butyl-dimethyl-silanyloxymethyl)-4-[2-(5-chloro-thiophen-2-yl)-ethenesulfonyl]-6-oxo-piperazin-1-ylmethyl}-pyrrolo[3,2-c]pyridine-1-carboxylic acid tert-butyl ester), crude product. Solvent: C(Cl)Cl (CH2Cl2). Run at time 2 hour. The product is C(C)(C)(C)[SiH2]OC([C@H]1CN(CC(N1CC1=CC=2C=NC=CC2N1)=O)S(=O)(=O)C=CC=1SC(=CC1)Cl)(C)C (6-(R)-(tert-Butyl-dimethyl-silanyloxymethyl)-4-[2-(5-chloro-thiophen-2-yl)-ethenesulfonyl]-1-(1H-pyrrolo[3,2-c]pyridin-2-ylmethyl)-piperazin-2-one). Reaction SMILES: FC(F)(F)C(O)=O.C(OC([N:15]1[C:23]2[CH:22]=[CH:21][N:20]=[CH:19][C:18]=2[CH:17]=[C:16]1[CH2:24][N:25]1[C:30](=[O:31])[CH2:29][N:28]([S:32]([CH:35]=[CH:36][C:37]2[S:38][C:39]([Cl:42])=[CH:40][CH:41]=2)(=[O:34])=[O:33])[CH2:27][C@@H:26]1[C:43]([CH3:51])([CH3:50])[O:44][SiH2:45][C:46]([CH3:49])([CH3:48])[CH3:47])=O)(C)(C)C>C(Cl)Cl>[C:46]([SiH2:45][O:44][C:43]([CH3:51])([CH3:50])[C@@H:26]1[N:25]([CH2:24][C:16]2[NH:15][C:23]3[CH:22]=[CH:21][N:20]=[CH:19][C:18]=3[CH:17]=2)[C:30](=[O:31])[CH2:29][N:28]([S:32]([CH:35]=[CH:36][C:37]2[S:38][C:39]([Cl:42])=[CH:40][CH:41]=2)(=[O:33])=[O:34])[CH2:27]1)([CH3:49])([CH3:47])[CH3:48]. Reported procedure: Trifluoroacetic acid (0.25 mL) is added to a solution of 2-{2-(R)-(tert-butyl-dimethyl-silanyloxymethyl)-4-[2-(5-chloro-thiophen-2-yl)-ethenesulfonyl]-6-oxo-piperazin-1-ylmethyl}-pyrrolo[3,2-c]pyridine-1-carboxylic acid tert-butyl ester (0.025 g, 0.037 mmol) in CH2Cl2(0.5 mL) at room temperature. The reaction mixture is stirred for 2 h then concentrated to dryness. The residue is diluted with CH2Cl2 and washed with saturated NaHCO3 and brine. The organic layer is dried over MgSO4, filtered and c... The reactants are FC(C(=O)O)(F)F (Trifluoroacetic acid), FC=1C=C(C#N)C=CC1NCC1=CC=C(C=C1)OC (3-fluoro-4-[(4-methoxybenzyl)amino]benzonitrile), C(O)([O-])=O.[Na+] (sodium hydrogencarbonate). Solvent: ClCCl (dichloromethane). Run at temperature 0 celsius. The product is NC1=C(C=C(C#N)C=C1)F (4-amino-3-fluorobenzonitrile). Yield: 47.5%. RXN SMILES: FC(F)(F)C(O)=O.[F:8][C:9]1[CH:10]=[C:11]([CH:14]=[CH:15][C:16]=1[NH:17]CC1C=CC(OC)=CC=1)[C:12]#[N:13].C(=O)([O-])O.[Na+]>ClCCl>[NH2:17][C:16]1[CH:15]=[CH:14][C:11]([C:12]#[N:13])=[CH:10][C:9]=1[F:8] |f:2.3|. Procedure details: Trifluoroacetic acid (1 ml) was added dropwise to a solution of 3-fluoro-4-[(4-methoxybenzyl)amino]benzonitrile (1.0 g, 3.9 mmol), obtained in Example 25(1), in anhydrous dichloromethane (20 ml) cooled to 0° C. with stirring. The resulting mixture was stirred at room temperature overnight. At the end of this time, the reaction mixture was poured into saturated aqueous sodium hydrogencarbonate solution at 0° C. The resulting mixture was partitioned between ethyl acetate and water. The organic lay... Reactants: CN=C=S, CC#N, Cl, Cl, Cc1cnc2c(c1)CCCC2N. The product is CNC(=S)NC1CCCc2cc(C)cnc21. RXN SMILES: [CH3:15][N:16]=[C:17]=[S:18].[CH3:19][C:20]#[N:21].[ClH:1].[ClH:2].[NH2:3][CH:4]1[CH2:5][CH2:6][CH2:7][c:8]2[cH:9][c:10]([CH3:14])[cH:11][n:12][c:13]21>>[NH:3]([CH:4]1[CH2:5][CH2:6][CH2:7][c:8]2[cH:9][c:10]([CH3:14])[cH:11][n:12][c:13]21)[C:17]([NH:16][CH3:15])=[S:18]. The reactants are [N+](=O)([O-])C1=C(C=CC=C1)NS(=O)(=O)C (N-(2-nitrophenyl)methanesulfonamide). The reagents and catalysts are [Pd] (palladium on carbon). Run in CO (methanol). Reaction conditions: time 4 hour. Yields the product NC1=C(C=CC=C1)NS(=O)(=O)C (N-(2-aminophenyl)methanesulfonamide). Yield: 87.1%. As a reaction SMILES: [N+:1]([C:4]1[CH:9]=[CH:8][CH:7]=[CH:6][C:5]=1[NH:10][S:11]([CH3:14])(=[O:13])=[O:12])([O-])=O>CO.[Pd]>[NH2:1][C:4]1[CH:9]=[CH:8][CH:7]=[CH:6][C:5]=1[NH:10][S:11]([CH3:14])(=[O:13])=[O:12]. Reported procedure: To a solution of N-(2-nitrophenyl)methanesulfonamide (800 mg, 3.70 mmol) in methanol (20 mL) was added palladium on carbon (10% by weight, 394 mg, 0.37 mmol). The vessel was purged with hydrogen and then stirred for 4 hours under 1 atm of hydrogen. The reaction was filtered, concentrated and purified by chromatography to provide N-(2-aminophenyl)methanesulfonamide (600 mg, 87% yield). 1H NMR (300 MHz, DMSO-d6) δ 8.67 (bs, 1H), 7.05 (dd, J=7.8, 1.5 Hz, 1H), 6.98 (m, 1H), 6.73 (dd, J=7.8, 1.5 Hz, ...